Dataset: the Open Reaction Database (ORD), a public repository of structured organic reaction records. Task: describe an organic reaction: reactants, conditions, products, and yield The reactants are C(#N)C(C1=CC=C(N1C)CC(=O)OC)(C1=CC=CC=C1)O (methyl 5-(cyanohydroxyphenylmethyl)-1-methylpyrrole-2-acetate), Cl (hydrochloric acid). The solvent is [OH-].[Na+] (sodium hydroxide). The product is C(C1=CC=CC=C1)(=O)C1=CC=C(N1C)CC(=O)O (5-benzoyl-1-methylpyrrole-2-acetic acid). Isolated yield 71.3%. Reaction SMILES: C([C:3]([OH:21])([C:15]1[CH:20]=[CH:19][CH:18]=[CH:17][CH:16]=1)[C:4]1[N:8]([CH3:9])[C:7]([CH2:10][C:11]([O:13]C)=[O:12])=[CH:6][CH:5]=1)#N.Cl>[OH-].[Na+]>[C:3]([C:4]1[N:8]([CH3:9])[C:7]([CH2:10][C:11]([OH:13])=[O:12])=[CH:6][CH:5]=1)(=[O:21])[C:15]1[CH:20]=[CH:19][CH:18]=[CH:17][CH:16]=1 |f:2.3|. Reported procedure: A suspension of 1.0 g of methyl 5-(cyanohydroxyphenylmethyl)-1-methylpyrrole-2-acetate in 20 ml of 5 percent sodium hydroxide solution was heated under reflux for 30 minutes. The solution was acidified with 3 N hydrochloric acid solution. The solid was collected and recrystallized from acetonitrile to give 0.61 g (77 percent yield) of white crystalline 5-benzoyl-1-methylpyrrole-2-acetic acid, mp 145°-6°, undepressed by admixture with authentic product. Starting materials: NC1(C2=CC(=CC=C2OC=2C(=CC(=CC12)OC)F)Br)CCO (2-(9-amino-7-bromo-4-fluoro-2-methoxy-9H-xanthen-9-yl)ethanol), C(C1=CC=CC=C1)(=O)N=C=S (benzoyl isothiocyanate). Solvent: C1CCOC1 (THF). Conditions: time 1 hour. Product: BrC1=CC=C2OC=3C(=CC(=CC3C(C2=C1)(CCO)NC(=S)NC(C1=CC=CC=C1)=O)OC)F (N-((7-bromo-4-fluoro-9-(2-hydroxyethyl)-2-methoxy-9H-xanthen-9-yl)carbamothioyl)benzamide). The yield is 100.0%. Reaction SMILES: [NH2:1][C:2]1([CH2:20][CH2:21][OH:22])[C:15]2[CH:14]=[C:13]([O:16][CH3:17])[CH:12]=[C:11]([F:18])[C:10]=2[O:9][C:8]2[C:3]1=[CH:4][C:5]([Br:19])=[CH:6][CH:7]=2.[C:23]([N:31]=[C:32]=[S:33])(=[O:30])[C:24]1[CH:29]=[CH:28][CH:27]=[CH:26][CH:25]=1>C1COCC1>[Br:19][C:5]1[CH:4]=[C:3]2[C:8]([O:9][C:10]3[C:11]([F:18])=[CH:12][C:13]([O:16][CH3:17])=[CH:14][C:15]=3[C:2]2([NH:1][C:32]([NH:31][C:23](=[O:30])[C:24]2[CH:25]=[CH:26][CH:27]=[CH:28][CH:29]=2)=[S:33])[CH2:20][CH2:21][OH:22])=[CH:7][CH:6]=1. Procedure: A reaction mixture of 2-(9-amino-7-bromo-4-fluoro-2-methoxy-9H-xanthen-9-yl)ethanol (8.8 g, 23.90 mmol) and benzoyl isothiocyanate (3.22 ml, 23.90 mmol) in THF (200 ml) was stirred at RT for 1 hour. The reaction mixture was then concentrated under reduced pressure to afford N-((7-bromo-4-fluoro-9-(2-hydroxyethyl)-2-methoxy-9H-xanthen-9-yl)carbamothioyl)benzamide (12.7 g, 23.90 mmol).